Task: describe an organic reaction: reactants, conditions, products, and yield. Dataset: the Open Reaction Database (ORD), a public repository of structured organic reaction records Starting materials: CCOC(=O)CBr, CN1CCOCC1, ClCCl. Product: [Br-], CCOC(=O)C[N+]1(C)CCOCC1. Reaction SMILES: [Br:8][CH2:9][C:10](=[O:11])[O:12][CH2:13][CH3:14].[CH3:1][N:2]1[CH2:3][CH2:4][O:5][CH2:6][CH2:7]1.[Cl:15][CH2:16][Cl:17]>>[Br-:8].[CH3:1][N+:2]1([CH2:9][C:10](=[O:11])[O:12][CH2:13][CH3:14])[CH2:3][CH2:4][O:5][CH2:6][CH2:7]1.